From a dataset of the Open Reaction Database (ORD), a public repository of structured organic reaction records. describe an organic reaction: reactants, conditions, products, and yield The reactants are C(C)OC(=O)C1=C(N=CS1)Cl (4-chloro-thiazole-5-carboxylic acid ethyl ester), C(#N)C=1C=C(C=CC1)O (3-cyanophenol), C(=O)([O-])[O-].[Cs+].[Cs+] (Cs2CO3), CN(C=O)C (dimethylformamide). The solvent is O (water). Conditions: temperature 80 celsius. Yields the product C(C)OC(=O)C1=C(N=CS1)OC1=CC(=CC=C1)C#N (4-(3-Cyano-phenoxy)-thiazole-5-carboxylic Acid Ethyl Ester). Isolated yield 39.1%. As a reaction SMILES: [CH2:1]([O:3][C:4]([C:6]1[S:10][CH:9]=[N:8][C:7]=1Cl)=[O:5])[CH3:2].[C:12]([C:14]1[CH:15]=[C:16]([OH:20])[CH:17]=[CH:18][CH:19]=1)#[N:13].C([O-])([O-])=O.[Cs+].[Cs+].CN(C)C=O>O>[CH2:1]([O:3][C:4]([C:6]1[S:10][CH:9]=[N:8][C:7]=1[O:20][C:16]1[CH:17]=[CH:18][CH:19]=[C:14]([C:12]#[N:13])[CH:15]=1)=[O:5])[CH3:2] |f:2.3.4|. Procedure: A stirred of 665 mg (3.5 mmol) 4-chloro-thiazole-5-carboxylic acid ethyl ester, 416 mg (3.5 mmol) 3-cyanophenol, 2.4 g (7.3 mmol) Cs2CO3 and 60 mL dimethylformamide was warmed to 80° C. in an oil bath for 72 hours. The mixture was then cooled, poured into 70 mL water, and extracted with ethyl acetate (3×40 mL). The combined extracts were washed with water (2×50 mL), brine (1×50 mL), dried over Na2SO4, and concentrated via rotary evaporation. The resulting oil was chromatographed on a Biotage Fla... Starting materials: COc1ccccc1OC(C(=O)O)c1ccccc1, O=S(Cl)Cl. As a reaction SMILES: [CH3:1][O:2][c:3]1[c:4]([O:5][CH:6]([C:7](=[O:8])[OH:9])[c:10]2[cH:11][cH:12][cH:13][cH:14][cH:15]2)[cH:16][cH:17][cH:18][cH:19]1.[S:20]([Cl:21])([Cl:22])=[O:23]>>[CH3:1][O:2][c:3]1[c:4]([O:5][CH:6]([C:7](=[O:8])[OH:9])[c:10]2[cH:11][cH:12][cH:13][cH:14][cH:15]2)[cH:16][cH:17][cH:18][cH:19]1.[Cl-:22]. The product is COc1ccccc1OC(C(=O)O)c1ccccc1, [Cl-].